From a dataset of the Open Reaction Database (ORD), a public repository of structured organic reaction records. describe an organic reaction: reactants, conditions, products, and yield The reactants are N#N (N2), C(C)(C)(C)OC(NC=1N=C(SC1)CC=1SC(=CC1)C(C)=O)=O ([2-(5-acetyl-thiophen-2-ylmethyl)-thiazol-4-yl]-carbamic acid tert-butyl ester), Cl (HCl), solution. Run in C(Cl)Cl (CH2Cl2), O1CCOCC1 (dioxane). Conditions: temperature 0 celsius, time 1 hour. Product: Cl.NC=1N=C(SC1)CC1=CC=C(S1)C(C)=O (1-[5-(4-Amino-thiazol-2-ylmethyl)-thiophen-2-yl]-ethanone hydrochloride). As a reaction SMILES: N#N.C(OC(=O)[NH:9][C:10]1[N:11]=[C:12]([CH2:15][C:16]2[S:17][C:18]([C:21](=[O:23])[CH3:22])=[CH:19][CH:20]=2)[S:13][CH:14]=1)(C)(C)C.[ClH:25]>C(Cl)Cl.O1CCOCC1>[ClH:25].[NH2:9][C:10]1[N:11]=[C:12]([CH2:15][C:16]2[S:17][C:18]([C:21](=[O:23])[CH3:22])=[CH:19][CH:20]=2)[S:13][CH:14]=1 |f:5.6|. Reported procedure: In a flame dried round-bottomed flask equipped with a magnetic stir bar and under inert atmosphere (N2), a solution of [2-(5-acetyl-thiophen-2-ylmethyl)-thiazol-4-yl]-carbamic acid tert-butyl ester (75 mg, 0.22 mmol) in dry CH2Cl2 (2.2 mL) was treated at 0° C. with HCl (0.55 mL of a 4M solution in dioxane, 2.22 mmol). After stirring at 0° C. for 1 h, the reaction mixture was stirred at rt for 16 h. The solvents were removed under reduced pressure to give the title compound as a light brown solid...